Dataset: the Open Reaction Database (ORD), a public repository of structured organic reaction records. Task: describe an organic reaction: reactants, conditions, products, and yield Starting materials: CN1CCOCC1 (N-methylmorpholine), FC(C(=O)O)(F)F.C(CC)C(N)B1OC(C(O1)(C)C)(C)C (α-(RS)-propyl-4,4,5,5-tetramethyl-1,3,2-dioxaborolane-2-methylamine trifluoroacetate), C(C)(C)(C)OC(=O)CCC(=O)N[C@@H](CC(OC(C)(C)C)=O)C(=O)N[C@@H](CCC(OC(C)(C)C)=O)C(=O)N[C@@H](CC1=C(C=CC=C1)C)C(=O)N[C@@H](C(C)(C)C)C(=O)N[C@@H](CC(C)C)C(=O)O (N-[N-[N-[N-[N-[3-(tert-butoxycarbonyl)propionyl]-O-tert-butyl-L-α-aspartyl]-O-tert-butyl-L-α-glutamyl]-2-methyl-L-phenylalanyl]-3-methyl-L-valyl]-L-leucine), ClC(=O)OCC(C)C (isobutyl chloroformate). The solvent is CN(C=O)C (dimethylformamide), ClCCl (dichloromethane). Conditions: temperature -15 celsius, time 10 minute. The product is N[C@@H](CC(C)C)C(=O)N (L-leucinamide). As a reaction SMILES: C(OC(CCC(N[C@H](C(N[C@H](C([NH:37][C@H:38]([C:47]([NH:49][C@H](C(N[C@H](C(O)=O)CC(C)C)=O)C(C)(C)C)=[O:48])[CH2:39][C:40]1[CH:45]=CC=C[C:41]=1C)=O)CCC(=O)OC(C)(C)C)=O)CC(=O)OC(C)(C)C)=O)=O)(C)(C)C.CN1CCOCC1.ClC(OCC(C)C)=O.FC(F)(F)C(O)=O.C(C(B1OC(C)(C)C(C)(C)O1)N)CC>CN(C)C=O.ClCCl>[NH2:37][C@H:38]([C:47]([NH2:49])=[O:48])[CH2:39][CH:40]([CH3:45])[CH3:41] |f:3.4|. Reported procedure: 0.2 g (0.218 mmol) of N-[N-[N-[N-[N-[3-(tert-butoxycarbonyl)propionyl]-O-tert-butyl-L-α-aspartyl]-O-tert-butyl-L-α-glutamyl]-2-methyl-L-phenylalanyl]-3-methyl-L-valyl]-L-leucine was dissolved in 2 ml of dimethylformamide and 6 ml of dichloromethane. 0.12 ml (1.1 mmol) of N-methylmorpholine was added and the solution was cooled to -15° C. under a nitrogen atmosphere. 40 mg (0.31 mmol) of isobutyl chloroformate were added and the solution was stirred for 10 minutes at -15° C. 0.14 g (0.44 mmol) of... Starting materials: C(#N)[BH3-].[Na+] (sodium cyanoborohydride), C(#N)[BH3-].[Na+] (Sodium cyanoborohydride), C(CN)N (Ethylenediamine), CC(C=O)(C)SC(C1=CC=CC=C1)(C1=CC=CC=C1)C1=CC=CC=C1 (2-methyl-2-(triphenylmethylthio)propanal), C(#N)[BH3-].[Na+] (sodium cyanoborohydride), C1CCOC1 (THF). The solvent is CO (methanol), C(C)(=O)O (acetic acid). Conditions: temperature 20 celsius, time 20 minute. Yields the product white crystals, CC(CNCCNCC(C)(C)SC(C1=CC=CC=C1)(C1=CC=CC=C1)C1=CC=CC=C1)(C)SC(C1=CC=CC=C1)(C1=CC=CC=C1)C1=CC=CC=C1 (N,N'-bis(2-methyl-2-triphenylmethylthiopropyl)ethylenediamine). Yield: 73.0%. Reaction SMILES: [CH2:1]([NH2:4])[CH2:2]N.[CH3:5][C:6]([S:10][C:11]([C:24]1[CH:29]=[CH:28][CH:27]=[CH:26][CH:25]=1)([C:18]1[CH:23]=[CH:22][CH:21]=[CH:20][CH:19]=1)[C:12]1[CH:17]=[CH:16][CH:15]=[CH:14][CH:13]=1)([CH3:9])[CH:7]=O.[CH2:30]1[CH2:34]O[CH2:32][CH2:31]1.[C:35]([BH3-])#[N:36].[Na+]>CO.C(O)(=O)C>[CH3:5][C:6]([S:10][C:11]([C:24]1[CH:29]=[CH:28][CH:27]=[CH:26][CH:25]=1)([C:18]1[CH:23]=[CH:22][CH:21]=[CH:20][CH:19]=1)[C:12]1[CH:17]=[CH:16][CH:15]=[CH:14][CH:13]=1)([CH3:9])[CH2:7][NH:4][CH2:1][CH2:2][NH:36][CH2:35][C:6]([S:10][C:30]([C:34]1[CH:25]=[CH:24][CH:11]=[CH:18][CH:19]=1)([C:16]1[CH:17]=[CH:12][CH:13]=[CH:14][CH:15]=1)[C:31]1[CH:23]=[CH:22][CH:21]=[CH:20][CH:32]=1)([CH3:5])[CH3:7] |f:3.4|. Procedure details: Ethylenediamine (1.3 mL, 0.0194 mol, 100 mol %) was added to 2-methyl-2-(triphenylmethylthio)propanal (13.86 g, 0.0401 mol, 206 mol %) dissolved in methanol (40 mL) and anhydrous THF (40 mL) under argon, and the pH was adjusted to pH 6 by dropwise addition of acetic acid. The solution was stirred for 20 min at 20° C. Sodium cyanoborohydride (1.22 g, 0.0194 mol, 100 mol %) was added and the reaction was stirred at room temperature for 3 hours. Additional sodium cyanoborohydride (1.08 g) was added... Reactants: FC1=CC(=C(C#N)C=C1)OC (4-fluoro-2-methoxybenzonitrile), IN1C(CCC1=O)=O (N-iodosuccinimide), C(=O)(C(F)(F)F)O (TFA). Conditions: time 20 hour. Product: FC1=CC(=C(C#N)C=C1I)OC (4-Fluoro-5-iodo-2-methoxybenzonitrile). Reaction SMILES: [F:1][C:2]1[CH:9]=[CH:8][C:5]([C:6]#[N:7])=[C:4]([O:10][CH3:11])[CH:3]=1.[I:12]N1C(=O)CCC1=O.C(O)(C(F)(F)F)=O>>[F:1][C:2]1[C:9]([I:12])=[CH:8][C:5]([C:6]#[N:7])=[C:4]([O:10][CH3:11])[CH:3]=1. Reported procedure: To 4-fluoro-2-methoxybenzonitrile (3.00 g, 20 mmol) and N-iodosuccinimide (NIS) (4.7 g, 21 mmol) under nitrogen was added TFA (35 mL) and the reaction was stirred at room temperature for 20 hours. The volatiles were removed in vacuo and the residue was taken up in 1:1 ethyl acetate:ether and was washed with aqueous sodium bicarbonate and then brine containing enough sodium sulfite to remove the iodine color. The aqueous layers were back extracted with more 1:1 ethyl acetate:ether and the combine... Starting materials: Fc1cc(CBr)ccc1Cl, [C-]#N, CS(C)=O, [K+], O. Yields the product N#CCc1ccc(Cl)c(F)c1. RXN SMILES: [Br:4][CH2:5][c:6]1[cH:7][c:8]([F:13])[c:9]([Cl:12])[cH:10][cH:11]1.[C-:1]#[N:2].[CH3:14][S:15]([CH3:16])=[O:17].[K+:3].[OH2:18]>>[C:1](#[N:2])[CH2:5][c:6]1[cH:7][c:8]([F:13])[c:9]([Cl:12])[cH:10][cH:11]1. Starting materials: C(C=C)[Mg]Br (allylmagnesium bromide), C(C)(C)(C)OC(=O)N1C[C@H](CC1)C=O ((S)-3-Formylpyrrolidine-1-carboxylic acid t-butyl ester), C1CCOC1 (THF). Conditions: temperature -78 celsius. Product: C(C)(C)(C)OC(=O)N1C[C@H](CC1)[C@H](CC=C)O ((S)-3-((S)-1-hydroxy-but-3-enyl)pyrrolidine-1-carboxylic acid t-butyl ester), C(C)(C)(C)OC(=O)N1C[C@H](CC1)[C@@H](CC=C)O ((S)-3-((R)-1-hydroxy-but-3-enyl)pyrrolidine-1-carboxylic acid t-butyl ester). As a reaction SMILES: [C:1]([O:5][C:6]([N:8]1[CH2:12][CH2:11][C@H:10]([CH:13]=[O:14])[CH2:9]1)=[O:7])([CH3:4])([CH3:3])[CH3:2].[CH2:15]1[CH2:19]OC[CH2:16]1.[CH2:20]([Mg]Br)[CH:21]=[CH2:22]>>[C:1]([O:5][C:6]([N:8]1[CH2:12][CH2:11][C@H:10]([C@@H:13]([OH:14])[CH2:19][CH:15]=[CH2:16])[CH2:9]1)=[O:7])([CH3:4])([CH3:3])[CH3:2].[C:1]([O:5][C:6]([N:8]1[CH2:12][CH2:11][C@H:10]([C@H:13]([OH:14])[CH2:22][CH:21]=[CH2:20])[CH2:9]1)=[O:7])([CH3:4])([CH3:3])[CH3:2]. Reported procedure: (S)-3-Formylpyrrolidine-1-carboxylic acid t-butyl ester (1.5 g, 7.5 mmol) was dissolved in THF (15.0 mL, 186 mmol). The reaction mixture and cooled at −78° C., before adding allylmagnesium bromide (1.0M in ether; 11.3 mL, 11.3 mmol) dropwise. The resulting mixture was allowed to warm to room temperature slowly overnight. The reaction was quenched with saturated aqueous NH4Cl (30 mL), added dropwise. The resulting mixture was extracted with EtOAc (2×30 mL), then the combined organic layers were w... Reactants: C(Cl)Cl (Methylene chloride), C(C)(C)(C)OC(CCN)=O (3-Amino-propionic acid tert-butyl ester), C(Cl)Cl (Methylene chloride), C(C)(C)N(C(C)C)CC (N,N-Diisopropylethylamine), C(C)(C)(C)C1CCC(CC1)OC=1C=C2C=CC(=CC2=CC1)C(C(F)(F)F)=O (1-[6-(4-tert-Butyl-cyclohexyloxy)-naphthalen-2-yl]-2,2,2-trifluoro-ethanone), C(#N)[BH3-].[Na+] (Sodium cyanoborohydride). The reagents and catalysts are [Ti](Cl)(Cl)(Cl)Cl (Titanium(IV) chloride). The solvent is CO (methanol). Conditions: time 5 hour. The product is C(C)(C)(C)OC(CCNC(C(F)(F)F)C1=CC2=CC=C(C=C2C=C1)OC1CCC(CC1)C(C)(C)C)=O (3-{1-[6-(4-tert-Butyl-cyclohexyloxy)-naphthalen-2-yl]-2,2,2-trifluoro-ethylamino}-propionic acid tert-butyl ester). As a reaction SMILES: [C:1]([O:5][C:6](=[O:10])[CH2:7][CH2:8][NH2:9])([CH3:4])([CH3:3])[CH3:2].C(N(CC)C(C)C)(C)C.[C:20]([CH:24]1[CH2:29][CH2:28][CH:27]([O:30][C:31]2[CH:32]=[C:33]3[C:38](=[CH:39][CH:40]=2)[CH:37]=[C:36]([C:41](=O)[C:42]([F:45])([F:44])[F:43])[CH:35]=[CH:34]3)[CH2:26][CH2:25]1)([CH3:23])([CH3:22])[CH3:21].C(Cl)Cl.C([BH3-])#N.[Na+]>CO.[Ti](Cl)(Cl)(Cl)Cl>[C:1]([O:5][C:6](=[O:10])[CH2:7][CH2:8][NH:9][CH:41]([C:36]1[CH:35]=[CH:34][C:33]2[C:38](=[CH:39][CH:40]=[C:31]([O:30][CH:27]3[CH2:28][CH2:29][CH:24]([C:20]([CH3:23])([CH3:22])[CH3:21])[CH2:25][CH2:26]3)[CH:32]=2)[CH:37]=1)[C:42]([F:43])([F:44])[F:45])([CH3:4])([CH3:3])[CH3:2] |f:4.5|. Procedure details: 3-Amino-propionic acid tert-butyl ester (106 mg, 0.727 mmol) was combined with N,N-Diisopropylethylamine (575 uL, 3.30 mmol) and 1-[6-(4-tert-Butyl-cyclohexyloxy)-naphthalen-2-yl]-2,2,2-trifluoro-ethanone (250 mg, 0.66 mmol) in Methylene chloride (4 mL, 60 mmol). 1 M (of Titanium(IV) chloride in Methylene chloride (727 uL, 0.727 mmol) was added and the mixture was stirred at RT for 5 hours. TLC (20% EtOAC/Hex) shows only traces of SM with new lower Rf spot. The reaction was cooled to 0° C. and S... Reaction SMILES: [F:15][c:16]1[cH:17][c:18]([CH:19]=[O:20])[cH:21][cH:22][c:23]1[O:24][CH3:25].[NH2:1][c:2]1[cH:3][c:4]([Cl:14])[c:5]([N:9]=[CH:10][N:11]([CH3:12])[CH3:13])[c:6]([Cl:8])[cH:7]1>>[N:1]([c:2]1[cH:3][c:4]([Cl:14])[c:5]([N:9]=[CH:10][N:11]([CH3:12])[CH3:13])[c:6]([Cl:8])[cH:7]1)=[CH:19][c:18]1[cH:17][c:16]([F:15])[c:23]([O:24][CH3:25])[cH:22][cH:21]1. The product is COc1ccc(C=Nc2cc(Cl)c(N=CN(C)C)c(Cl)c2)cc1F. Starting materials: COc1ccc(C=O)cc1F, CN(C)C=Nc1c(Cl)cc(N)cc1Cl. Reactants: [Mg] (magnesium), O1CCCC1 (tetrahydrofuran), C(C=C)Cl (allyl chloride), CC1=CCC(C(C1)C)C=O (4,6-dimethyl-3-cyclohexenecarboxaldehyde). Solvent: C1(=CC=CC=C1)C (toluene). Run at temperature 0 celsius. The product is CC1=CCC(C(C1)C)C(O)CC=C (4,6-dimethyl-alpha-allyl-3-cyclohexenemethanol). RXN SMILES: [Mg].O1C[CH2:5][CH2:4][CH2:3]1.C(Cl)C=C.[CH3:11][C:12]1[CH2:17][CH:16]([CH3:18])[CH:15]([CH:19]=[O:20])[CH2:14][CH:13]=1>C1(C)C=CC=CC=1>[CH3:11][C:12]1[CH2:17][CH:16]([CH3:18])[CH:15]([CH:19]([CH2:5][CH:4]=[CH2:3])[OH:20])[CH2:14][CH:13]=1. Procedure details: To a stirred slurry of 53 grams of magnesium (2.2 mole) and 500 ml of dry tetrahydrofuran under nitrogen, is added dropwise a solution of 168 grams (2.2 moles) of allyl chloride and 276 grams (2.0 moles) of 4,6-dimethyl-3-cyclohexenecarboxaldehyde at reflux over a two-hour period. The reaction mixture is heated at reflux for 30 minutes, whereupon 400 ml of toluene is added. A distillation head is attached to the reaction flask and the toluene is distilled at atmospheric pressure to a pot tempera... Reactants: C(CCCCCCC)(=O)OC[C@H]1[C@@H](CCCCC(C)C)O1 ((-)-(2S, 3R)-1-capryloxy-2,3-epoxy-8-methylnonane), [OH-].[K+].CO (potassium hydroxide methanol). Product: O1[C@@H](CO)[C@H]1CCCCC(C)C ((-)-(2S, 3R)-2,3-epoxy-8-methyl-1-nonanol). Isolated yield 97.2%. As a reaction SMILES: C([O:10][CH2:11][C@@H:12]1[O:21][C@@H:13]1[CH2:14][CH2:15][CH2:16][CH2:17][CH:18]([CH3:20])[CH3:19])(=O)CCCCCCC.[OH-].[K+].CO>>[O:21]1[C@H:13]([CH2:14][CH2:15][CH2:16][CH2:17][CH:18]([CH3:20])[CH3:19])[C@@H:12]1[CH2:11][OH:10] |f:1.2.3|. Procedure: 4.1 g of (-)-(2S, 3R)-1-capryloxy-2,3-epoxy-8-methylnonane was hydrolyzed with potassium hydroxide/methanol to yield 2.3 g of (-)-(2S, 3R)-2,3-epoxy-8-methyl-1-nonanol. Procedure details: In a 50 ml single neck round bottom flask, under a nitrogen atmosphere, 4-methylphenoxyacetonitrile (2.79 mmol) was admixed in methanol (11 ml). The contents were stirred to achieve dissolution. To this solution were added sodium methoxide (0.164 g, 3.0 mmol). The resulting mixture was stirred for about 40 minutes. To this mixture was added 2,3-diaminophenol dihydrochloride salt (0.5 g, 2.5 mmol) and the resulting mixture was stirred for two hours at room temperature. The reaction mixture was fi... The reactants are C[O-].[Na+] (sodium methoxide), CC1=CC=C(OCC#N)C=C1 (4-methylphenoxyacetonitrile), Cl.Cl.NC1=C(C=CC=C1N)O (2,3-diaminophenol dihydrochloride salt). Product: OC1=CC=CC=2N=C(NC21)COC2=CC=C(C=C2)C (4-hydroxy-2-[(4-methylphenoxy)methyl]benzimidazole). RXN SMILES: [CH3:1][C:2]1[CH:11]=[CH:10][C:5]([O:6][CH2:7][C:8]#[N:9])=[CH:4][CH:3]=1.C[O-].[Na+].Cl.Cl.[NH2:17][C:18]1[C:23](N)=[CH:22][CH:21]=[CH:20][C:19]=1[OH:25]>CO>[OH:25][C:19]1[C:18]2[NH:17][C:8]([CH2:7][O:6][C:5]3[CH:10]=[CH:11][C:2]([CH3:1])=[CH:3][CH:4]=3)=[N:9][C:23]=2[CH:22]=[CH:21][CH:20]=1 |f:1.2,3.4.5|. Solvent: CO (methanol).